From a dataset of the Open Reaction Database (ORD), a public repository of structured organic reaction records. describe an organic reaction: reactants, conditions, products, and yield The reactants are C(C)S(=O)C=1N=CC2=C(N1)N=C(C(=C2)C2=CC=CC=C2)C2=CC=C(C=O)C=C2 (4-[2-(ethylsulfinyl)-6-phenylpyrido[2,3-d]pyrimidin-7-yl]benzaldehyde), C(C)(=O)N1CCNCC1 (1-acetylpiperazine). RXN SMILES: C(S([C:5]1[N:6]=[CH:7][C:8]2[CH:14]=[C:13]([C:15]3[CH:20]=[CH:19][CH:18]=[CH:17][CH:16]=3)[C:12]([C:21]3[CH:28]=[CH:27][C:24]([CH:25]=[O:26])=[CH:23][CH:22]=3)=[N:11][C:9]=2[N:10]=1)=O)C.[C:29]([N:32]1[CH2:37][CH2:36][NH:35][CH2:34][CH2:33]1)(=[O:31])[CH3:30]>O1CCOCC1>[C:29]([N:32]1[CH2:37][CH2:36][N:35]([C:5]2[N:6]=[CH:7][C:8]3[CH:14]=[C:13]([C:15]4[CH:20]=[CH:19][CH:18]=[CH:17][CH:16]=4)[C:12]([C:21]4[CH:28]=[CH:27][C:24]([CH:25]=[O:26])=[CH:23][CH:22]=4)=[N:11][C:9]=3[N:10]=2)[CH2:34][CH2:33]1)(=[O:31])[CH3:30]. Procedure details: To a solution of 4-[2-(ethylsulfinyl)-6-phenylpyrido[2,3-d]pyrimidin-7-yl]benzaldehyde (3-1; 63 mg, 0.16 mmole) in dioxane (1 mL) was added 1-acetylpiperazine and heated to 150° C. in a microwave reactor for 30 min. The mixture was concentrated under reduced pressure and the residue was purified by silica gel chromatography (100% Hex. to 100% EtOAc) to give the title compound. LRMS m/z (M+H) Calcd: 438.5, found 438.2. Run in O1CCOCC1 (dioxane). Run at temperature 150 celsius. Product: C(C)(=O)N1CCN(CC1)C=1N=CC2=C(N1)N=C(C(=C2)C2=CC=CC=C2)C2=CC=C(C=O)C=C2 (4-[2-(4-acetylpiperazin-1-yl)-6-phenylpyrido[2,3-d]pyrimidin-7-yl]benzaldehyde). The reactants are CO, CC(C)c1cc(OS(=O)(=O)C(F)(F)F)ccc1C=O. Product: CC(C)c1cc(OS(=O)(=O)C(F)(F)F)ccc1CO. As a reaction SMILES: [CH3:20][OH:21].[F:1][C:2]([S:3](=[O:4])(=[O:5])[O:6][c:7]1[cH:8][c:9]([CH:15]([CH3:16])[CH3:17])[c:10]([CH:13]=[O:14])[cH:11][cH:12]1)([F:18])[F:19]>>[F:1][C:2]([S:3](=[O:4])(=[O:5])[O:6][c:7]1[cH:8][c:9]([CH:15]([CH3:16])[CH3:17])[c:10]([CH2:13][OH:14])[cH:11][cH:12]1)([F:18])[F:19]. Starting materials: C1COCCN1, COc1cc2nc(Cl)nc(N)c2cc1OC, C1COCCO1, O. The product is COc1cc2nc(N3CCOCC3)nc(N)c2cc1OC. RXN SMILES: [CH2:17]1[CH2:18][O:19][CH2:20][CH2:21][NH:22]1.[NH2:1][c:2]1[n:3][c:4]([Cl:16])[n:5][c:6]2[cH:7][c:8]([O:14][CH3:15])[c:9]([O:12][CH3:13])[cH:10][c:11]12.[O:23]1[CH2:24][CH2:25][O:26][CH2:27][CH2:28]1.[OH2:29]>>[NH2:1][c:2]1[n:3][c:4]([N:22]2[CH2:17][CH2:18][O:19][CH2:20][CH2:21]2)[n:5][c:6]2[cH:7][c:8]([O:14][CH3:15])[c:9]([O:12][CH3:13])[cH:10][c:11]12. The reactants are COC(=O)c1nc(C)sc1Br, C[Al](C)C, Nc1ccc(F)cn1, [Na+], [Na+], O=S(=O)([O-])[O-], C1COCCO1, O. Yields the product Cc1nc(C(=O)Nc2ccc(F)cn2)c(Br)s1. Reaction SMILES: [CH3:13][O:14][C:15](=[O:16])[c:17]1[n:18][c:19]([CH3:23])[s:20][c:21]1[Br:22].[CH3:9][Al:10]([CH3:11])[CH3:12].[NH2:1][c:2]1[n:3][cH:4][c:5]([F:8])[cH:6][cH:7]1.[Na+:24].[Na+:25].[O-:26][S:27](=[O:28])(=[O:29])[O-:30].[O:31]1[CH2:32][CH2:33][O:34][CH2:35][CH2:36]1.[OH2:37]>>[NH:1]([c:2]1[n:3][cH:4][c:5]([F:8])[cH:6][cH:7]1)[C:15](=[O:14])[c:17]1[n:18][c:19]([CH3:23])[s:20][c:21]1[Br:22]. Reactants: NC1=CC(NC(N1CCCCC)=O)=O (6-amino-1-pentylpyrimidine-2,4(1H,3H)-dione), C(C)(=O)O (acetic acid), N(=O)[O-].[Na+] (sodium nitrite). Solvent: O (water). Run at time 2 hour. The product is NC1=C(C(NC(N1CCCCC)=O)=O)N=O (6-Amino-5-nitroso-1-pentylpyrimidine-2,4(1H,3H)-dione). As a reaction SMILES: [NH2:1][C:2]1[N:7]([CH2:8][CH2:9][CH2:10][CH2:11][CH3:12])[C:6](=[O:13])[NH:5][C:4](=[O:14])[CH:3]=1.C(O)(=O)C.[N:19]([O-])=[O:20].[Na+]>O>[NH2:1][C:2]1[N:7]([CH2:8][CH2:9][CH2:10][CH2:11][CH3:12])[C:6](=[O:13])[NH:5][C:4](=[O:14])[C:3]=1[N:19]=[O:20] |f:2.3|. Procedure: To a stirring mixture of 6-amino-1-pentylpyrimidine-2,4(1H,3H)-dione (4.0 g, 0.020 mol) and acetic acid (20 mL, 0.4 mol) in water (20 mL) was slowly added sodium nitrite (1.5 g, 0.022 mol). Stirring was continued at room temperature for 2 h at which time the reaction mixture became pink and precipitate formed. The reaction mixture was concentrated under reduced pressure. The resulting residue was dissolved in aqueous NaOH solution and extracted with methylene chloride to remove byproducts. The a... The reactants are C(C1=CC=CC=C1)N1CC(OCC1)C(CC1=C(C=CC=C1)SC(F)(F)F)(O)C1=CC=CC=C1 (1-(4-benzyl-morpholin-2-yl)-1-phenyl-2-(2-trifluoromethylsulfanyl-phenyl)-ethanol), CCN(C(C)C)C(C)C (Hunig's base), CC(OC(=O)Cl)Cl (ACE-Cl). Solvent: O1CCCC1 (tetrahydrofuran). Conditions: time 8 hour. Yields the product C(C)(=O)O[C@@](CC1=C(C=CC=C1)SC(F)(F)F)(C1=CC=CC=C1)[C@H]1CNCCO1 ((S,R) 1-Morpholin-2-yl-1-phenyl-2-(2-trifluoromethylsulfanyl-phenyl)-ethanol acetate). As a reaction SMILES: C([N:8]1[CH2:13][CH2:12][O:11][CH:10]([C:14]([C:28]2[CH:33]=[CH:32][CH:31]=[CH:30][CH:29]=2)([OH:27])[CH2:15][C:16]2[CH:21]=[CH:20][CH:19]=[CH:18][C:17]=2[S:22][C:23]([F:26])([F:25])[F:24])[CH2:9]1)C1C=CC=CC=1.CCN(C(C)C)C(C)C.[CH3:43][CH:44](Cl)[O:45]C(Cl)=O>O1CCCC1>[C:44]([O:27][C@:14]([C@@H:10]1[O:11][CH2:12][CH2:13][NH:8][CH2:9]1)([C:28]1[CH:33]=[CH:32][CH:31]=[CH:30][CH:29]=1)[CH2:15][C:16]1[CH:21]=[CH:20][CH:19]=[CH:18][C:17]=1[S:22][C:23]([F:25])([F:26])[F:24])(=[O:45])[CH3:43]. Reported procedure: To a solution of 1-(4-benzyl-morpholin-2-yl)-1-phenyl-2-(2-trifluoromethylsulfanyl-phenyl)-ethanol (218 mg g, 1 equiv.) and solid supported Hunig's base (available from Argonaut, 1 g, 5 equiv.) in dry tetrahydrofuran (4 mL) at 0° C. under nitrogen atmosphere was added ACE-Cl (502 μL, 10 equiv.). The reaction mixture was left to warm to room temperature for 48 hours. All volatiles were evaporated under vacuum, and the resulting solid was taken-up with methanol (50 mL) and stirred at room temperat... The product is S1C2=C(C=C1)C=C(CC2)B(O)O (6,7-Dihydro-benzo[b]thiophene-5-boronic acid). The reactants are BrC1=CC2=C(SC=C2)CC1 (5-bromo-6,7-dihydro-benzo[b]thiophene), Cl (HCl), C(C)(C)(C)[Li] (tert.-butyllithium), C(C)(C)OB(OC(C)C)OC(C)C (triisopropylborate). Reported procedure: Following the general method described in example 19a, 5-bromo-6,7-dihydro-benzo[b]thiophene was reacted with tert.-butyllithium solution followed by triisopropylborate and 3N HCl. The title compound was obtained as a white crystalline material after chromatography (SiO2 with CH2Cl2-MeOH=98:2). MS: m/e=179 (M-H−). RXN SMILES: Br[C:2]1[CH2:10][CH2:9][C:5]2[S:6][CH:7]=[CH:8][C:4]=2[CH:3]=1.C([Li])(C)(C)C.C([O:19][B:20](OC(C)C)[O:21]C(C)C)(C)C.Cl>C(Cl)Cl.CO>[S:6]1[CH:7]=[CH:8][C:4]2[CH:3]=[C:2]([B:20]([OH:21])[OH:19])[CH2:10][CH2:9][C:5]1=2 |f:4.5|. The solvent is C(Cl)Cl.CO (CH2Cl2 MeOH).